This data is from the Open Reaction Database (ORD), a public repository of structured organic reaction records. The task is: describe an organic reaction: reactants, conditions, products, and yield The reactants are N#Cc1ccc(Cn2cncc2CN2CCc3c(Br)cccc3C2)cc1, COCCOC, OB(O)c1ccc(Cl)cc1Cl, O, c1ccc(P(c2ccccc2)(c2ccccc2)[Pd](P(c2ccccc2)(c2ccccc2)c2ccccc2)(P(c2ccccc2)(c2ccccc2)c2ccccc2)P(c2ccccc2)(c2ccccc2)c2ccccc2)cc1. Yields the product N#Cc1ccc(Cn2cncc2CN2CCc3c(cccc3-c3ccc(Cl)cc3Cl)C2)cc1. Reaction SMILES: [Br:1][c:2]1[c:3]2[c:8]([cH:9][cH:10][cH:11]1)[CH2:7][N:6]([CH2:12][c:13]1[cH:14][n:15][cH:16][n:17]1[CH2:18][c:19]1[cH:20][cH:21][c:22]([C:25]#[N:26])[cH:23][cH:24]1)[CH2:5][CH2:4]2.[CH3:38][O:39][CH2:40][CH2:41][O:42][CH3:43].[Cl:27][c:28]1[c:29]([B:35]([OH:36])[OH:37])[cH:30][cH:31][c:32]([Cl:34])[cH:33]1.[OH2:44].[cH:45]1[cH:46][cH:47][c:48]([P:49]([Pd:50]([P:51]([c:52]2[cH:53][cH:54][cH:55][cH:56][cH:57]2)([c:58]2[cH:59][cH:60][cH:61][cH:62][cH:63]2)[c:64]2[cH:65][cH:66][cH:67][cH:68][cH:69]2)([P:70]([c:71]2[cH:72][cH:73][cH:74][cH:75][cH:76]2)([c:77]2[cH:78][cH:79][cH:80][cH:81][cH:82]2)[c:83]2[cH:84][cH:85][cH:86][cH:87][cH:88]2)[P:89]([c:90]2[cH:91][cH:92][cH:93][cH:94][cH:95]2)([c:96]2[cH:97][cH:98][cH:99][cH:100][cH:101]2)[c:102]2[cH:103][cH:104][cH:105][cH:106][cH:107]2)([c:108]2[cH:109][cH:110][cH:111][cH:112][cH:113]2)[c:114]2[cH:115][cH:116][cH:117][cH:118][cH:119]2)[cH:120][cH:121]1>>[c:2]1(-[c:29]2[c:28]([Cl:27])[cH:33][c:32]([Cl:34])[cH:31][cH:30]2)[c:3]2[c:8]([cH:9][cH:10][cH:11]1)[CH2:7][N:6]([CH2:12][c:13]1[cH:14][n:15][cH:16][n:17]1[CH2:18][c:19]1[cH:20][cH:21][c:22]([C:25]#[N:26])[cH:23][cH:24]1)[CH2:5][CH2:4]2. The reactants are Cn1ncnc1COc1nn2c(-c3ccccc3F)nnc2cc1Br, BrCCBr, CC(C)(C)CI, CN(C)C=O, O=C(C=Cc1ccccc1)C=Cc1ccccc1, O=C(C=Cc1ccccc1)C=Cc1ccccc1, O=C(C=Cc1ccccc1)C=Cc1ccccc1, O, [Pd], [Pd], [Zn], c1coc(P(c2ccco2)c2ccco2)c1. The product is Cn1ncnc1COc1nn2c(-c3ccccc3F)nnc2cc1CC(C)(C)C. As a reaction SMILES: [Br:11][c:12]1[cH:13][c:14]2[n:15]([n:16][c:17]1[O:18][CH2:19][c:20]1[n:21]([CH3:25])[n:22][cH:23][n:24]1)[c:26](-[c:29]1[c:30]([F:35])[cH:31][cH:32][cH:33][cH:34]1)[n:27][n:28]2.[Br:1][CH2:2][CH2:3][Br:4].[CH2:5]([C:6]([CH3:7])([CH3:8])[CH3:9])[I:10].[O:52]=[CH:53][N:54]([CH3:55])[CH3:56].[O:60]=[C:61]([CH:62]=[CH:63][c:64]1[cH:65][cH:66][cH:67][cH:68][cH:69]1)[CH:70]=[CH:71][c:72]1[cH:73][cH:74][cH:75][cH:76][cH:77]1.[O:78]=[C:79]([CH:80]=[CH:81][c:82]1[cH:83][cH:84][cH:85][cH:86][cH:87]1)[CH:88]=[CH:89][c:90]1[cH:91][cH:92][cH:93][cH:94][cH:95]1.[O:96]=[C:97]([CH:98]=[CH:99][c:100]1[cH:101][cH:102][cH:103][cH:104][cH:105]1)[CH:106]=[CH:107][c:108]1[cH:109][cH:110][cH:111][cH:112][cH:113]1.[OH2:114].[Pd:58].[Pd:59].[Zn:57].[o:36]1[cH:37][cH:38][cH:39][c:40]1[P:41]([c:42]1[o:43][cH:44][cH:45][cH:46]1)[c:47]1[o:48][cH:49][cH:50][cH:51]1>>[CH2:5]([C:6]([CH3:7])([CH3:8])[CH3:9])[c:12]1[cH:13][c:14]2[n:15]([n:16][c:17]1[O:18][CH2:19][c:20]1[n:21]([CH3:25])[n:22][cH:23][n:24]1)[c:26](-[c:29]1[c:30]([F:35])[cH:31][cH:32][cH:33][cH:34]1)[n:27][n:28]2. RXN SMILES: [CH2:13]([CH:14]=[C:15]([CH3:16])[CH2:17][CH2:18][CH:19]=[C:20]([CH3:21])[CH2:22][CH2:23][CH:24]=[C:25]([CH3:26])[CH3:27])[Br:28].[CH2:29]1[O:30][CH2:31][CH2:32][CH2:33]1.[H-:11].[Na+:12].[O:1]=[C:2]([CH2:3][P:4]([O:5][CH3:6])([O:7][CH3:8])=[O:9])[CH3:10]>>[O:1]=[C:2]([CH:3]([P:4]([O:5][CH3:6])([O:7][CH3:8])=[O:9])[CH2:13][CH:14]=[C:15]([CH3:16])[CH2:17][CH2:18][CH:19]=[C:20]([CH3:21])[CH2:22][CH2:23][CH:24]=[C:25]([CH3:26])[CH3:27])[CH3:10]. Yields the product COP(=O)(OC)C(CC=C(C)CCC=C(C)CCC=C(C)C)C(C)=O. The reactants are CC(C)=CCCC(C)=CCCC(C)=CCBr, C1CCOC1, [H-], [Na+], COP(=O)(CC(C)=O)OC. The reactants are CC(C)(C)CC1NC(C(=O)Nc2cccc(C(=O)OC(C)(C)C)c2)C(c2cccc(Cl)c2F)C1(C#N)c1ccc(Cl)cc1F, ClCCl, CO, O=C(O)C(F)(F)F. Yields the product CC(C)(C)CC1NC(C(=O)Nc2cccc(C(=O)O)c2)C(c2cccc(Cl)c2F)C1(C#N)c1ccc(Cl)cc1F. Reaction SMILES: [C:1]([CH3:2])([CH3:3])([CH3:4])[O:5][C:6]([c:7]1[cH:8][c:9]([NH:13][C:14](=[O:15])[CH:16]2[NH:17][CH:18]([CH2:39][C:40]([CH3:41])([CH3:42])[CH3:43])[C:19]([C:29]#[N:30])([c:31]3[c:32]([F:38])[cH:33][c:34]([Cl:37])[cH:35][cH:36]3)[CH:20]2[c:21]2[c:22]([F:28])[c:23]([Cl:27])[cH:24][cH:25][cH:26]2)[cH:10][cH:11][cH:12]1)=[O:44].[CH2:52]([Cl:53])[Cl:54].[CH3:55][OH:56].[F:45][C:46]([F:47])([F:48])[C:49]([OH:50])=[O:51]>>[O:5]=[C:6]([c:7]1[cH:8][c:9]([NH:13][C:14](=[O:15])[CH:16]2[NH:17][CH:18]([CH2:39][C:40]([CH3:41])([CH3:42])[CH3:43])[C:19]([C:29]#[N:30])([c:31]3[c:32]([F:38])[cH:33][c:34]([Cl:37])[cH:35][cH:36]3)[CH:20]2[c:21]2[c:22]([F:28])[c:23]([Cl:27])[cH:24][cH:25][cH:26]2)[cH:10][cH:11][cH:12]1)[OH:44]. Reactants: NC1=C(C(=NC=N1)N[C@@H](C)C1=NN2C(C(N1C1=CC=CC=C1)=O)=C(C=C2)C)Br ((S)-2-(1-((6-Amino-5-bromopyrimidin-4-yl)amino)ethyl)-5-methyl-3-phenylpyrrolo[2,1-f][1,2,4]triazin-4(3H)-one), OC=1C=C(C=C(C1)OC(F)(F)F)B(O)O (3-hydroxy-5-(trifluoromethoxy)phenylboronic acid), C([O-])([O-])=O.[Na+].[Na+] (sodium carbonate). Yields the product NC1=C(C(=NC=N1)N[C@@H](C)C1=NN2C(C(N1C1=CC=CC=C1)=O)=C(C=C2)C)C2=CC(=CC(=C2)OC(F)(F)F)O ((S)-2-(1-((6-Amino-5-(3-hydroxy-5-(trifluoromethoxy)phenyl)pyrimidin-4-yl)amino)ethyl)-5-methyl-3-phenylpyrrolo[2,1-f][1,2,4]triazin-4(3H)-one). Yield: 50.9%. RXN SMILES: [NH2:1][C:2]1[N:7]=[CH:6][N:5]=[C:4]([NH:8][C@H:9]([C:11]2[N:16]([C:17]3[CH:22]=[CH:21][CH:20]=[CH:19][CH:18]=3)[C:15](=[O:23])[C:14]3=[C:24]([CH3:27])[CH:25]=[CH:26][N:13]3[N:12]=2)[CH3:10])[C:3]=1Br.[OH:29][C:30]1[CH:31]=[C:32](B(O)O)[CH:33]=[C:34]([O:36][C:37]([F:40])([F:39])[F:38])[CH:35]=1.C(=O)([O-])[O-].[Na+].[Na+]>>[NH2:1][C:2]1[N:7]=[CH:6][N:5]=[C:4]([NH:8][C@H:9]([C:11]2[N:16]([C:17]3[CH:22]=[CH:21][CH:20]=[CH:19][CH:18]=3)[C:15](=[O:23])[C:14]3=[C:24]([CH3:27])[CH:25]=[CH:26][N:13]3[N:12]=2)[CH3:10])[C:3]=1[C:32]1[CH:33]=[C:34]([O:36][C:37]([F:40])([F:38])[F:39])[CH:35]=[C:30]([OH:29])[CH:31]=1 |f:2.3.4|. Procedure details: (S)-2-(1-((6-Amino-5-bromopyrimidin-4-yl)amino)ethyl)-5-methyl-3-phenylpyrrolo[2,1-f][1,2,4]triazin-4(3H)-one (82 mg, 0.19 mmol) was treated with 3-hydroxy-5-(trifluoromethoxy)phenylboronic acid (124 mg, 0.56 mmol), sodium carbonate (2M, 375 μl, 0.75 mmol) and 1,1′-bis(diphenylphosphino)ferrocene-palladium(II)dichloride dichloromethane complex (15 mg, 0.02 mmol) according to the method described in Example 3 to give 52 mg (51% yield) of the title compound. Purity 98%.